This data is from the Open Reaction Database (ORD), a public repository of structured organic reaction records. The task is: describe an organic reaction: reactants, conditions, products, and yield Yields the product ClC(C(F)(F)F)C1(OC=2C(=NC=CC2)O1)C(F)(F)F (2-(1-Chloro-2,2,2-trifluoroethyl)-2-trifluoromethyl-[1,3]-dioxolo[4,5-b]pyridine). Starting materials: OC1=NC=CC=C1O (2,3-dihydroxypyridine), ClC(C(F)(F)F)=C(C(F)(F)F)Cl (2,3-dichloro-1,1,1,4,4,4-hexafluorobut-2-ene). Procedure details: 11 g of 2,3-dihydroxypyridine were reacted with 23.5 g of 2,3-dichloro-1,1,1,4,4,4-hexafluorobut-2-ene as described in Example 2. After distillation under high vacuum, the product was obtained in an amount of 15.5 g (=50% of theory) in the form of colourless crystals. The NMR spectra showed the following characteristic absorptions: 19F NMR: -68.5 and -81.6 ppm. 1H NMR: 4.81 ppm. As a reaction SMILES: [OH:1][C:2]1[C:7]([OH:8])=[CH:6][CH:5]=[CH:4][N:3]=1.Cl[C:10](=[C:15]([Cl:20])[C:16]([F:19])([F:18])[F:17])[C:11]([F:14])([F:13])[F:12]>>[Cl:20][CH:15]([C:10]1([C:11]([F:12])([F:13])[F:14])[O:1][C:2]2=[N:3][CH:4]=[CH:5][CH:6]=[C:7]2[O:8]1)[C:16]([F:19])([F:18])[F:17]. The reactants are CCC(NC(=O)OC(C)(C)C)C(=O)NCC=Cc1cn(C(=O)OC(C)(C)C)c2ccccc12, CCO. The product is CCC(NC(=O)OC(C)(C)C)C(=O)NCCCc1cn(C(=O)OC(C)(C)C)c2ccccc12. As a reaction SMILES: [C:1]([CH3:2])([CH3:3])([CH3:4])[O:5][C:6](=[O:7])[NH:8][CH:9]([C:10](=[O:11])[NH:12][CH2:13][CH:14]=[CH:15][c:16]1[cH:17][n:18]([C:25](=[O:26])[O:27][C:28]([CH3:29])([CH3:30])[CH3:31])[c:19]2[cH:20][cH:21][cH:22][cH:23][c:24]12)[CH2:32][CH3:33].[CH3:34][CH2:35][OH:36]>>[C:1]([CH3:2])([CH3:3])([CH3:4])[O:5][C:6](=[O:7])[NH:8][CH:9]([C:10](=[O:11])[NH:12][CH2:13][CH2:14][CH2:15][c:16]1[cH:17][n:18]([C:25](=[O:26])[O:27][C:28]([CH3:29])([CH3:30])[CH3:31])[c:19]2[cH:20][cH:21][cH:22][cH:23][c:24]12)[CH2:32][CH3:33]. As a reaction SMILES: [CH2:1]([N:5]1[C:10]([CH3:11])=[CH:9][C:8](=[O:12])[NH:7][C:6]1=[O:13])[CH2:2][CH2:3][CH3:4].[C:14]([O-])([O-])=O.[K+].[K+].CI.C(Cl)Cl.CCOC(C)=O>CN(C=O)C>[CH2:1]([N:5]1[C:10]([CH3:11])=[CH:9][C:8](=[O:12])[N:7]([CH3:14])[C:6]1=[O:13])[CH2:2][CH2:3][CH3:4] |f:1.2.3,5.6|. Conditions: temperature 65 celsius, time 16.5 hour. Reactants: C(Cl)Cl.CCOC(=O)C (CH2Cl2 EtOAc), C(CCC)N1C(NC(C=C1C)=O)=O (1-butyl-6-methyl-1H-pyrimidine-2,4-dione), 3.49, C(=O)([O-])[O-].[K+].[K+] (K2CO3), CI (MeI). Product: C(CCC)N1C(N(C(C=C1C)=O)C)=O (1-Butyl-3,6-dimethyl-1H-pyrimidine-2,4-dione). Reported procedure: To 2.3 g (12.62 mmol) of 1-butyl-6-methyl-1H-pyrimidine-2,4-dione in 100 mL DMF was added 3.49 (25.2 mmol) of K2CO3, 0.98 mL (2.24 g, 15.76 mmol) of MeI and the reaction mixture was heated to 65° C. After 16.5 h, TLC (8/1 CH2Cl2 /EtOAc) indicated the consumption of starting material (Rf =0.15). After cooling to 23° C., the resulting slurry was filtered through Celite, and evaporated to a yellow. This oil was dissolved in 100 mL EtOAc, extracted with 100 mL brine, 3×100 mL H2O, 1×100 mL brine, dr... The yield is 82.0%. Run in CN(C)C=O (DMF). Reactants: CN(C)C(=O)C1CC(O)CN1C(=O)OC(C)(C)C, CCOC(C)=O, Cl. The product is CN(C)C(=O)C1CC(O)CN1, Cl. Reaction SMILES: [CH3:1][N:2]([C:3](=[O:4])[CH:5]1[N:6]([C:11]([O:12][C:13]([CH3:14])([CH3:15])[CH3:16])=[O:17])[CH2:7][CH:8]([OH:10])[CH2:9]1)[CH3:18].[CH3:20][CH2:21][O:22][C:23]([CH3:24])=[O:25].[ClH:19]>>[CH3:1][N:2]([C:3](=[O:4])[CH:5]1[NH:6][CH2:7][CH:8]([OH:10])[CH2:9]1)[CH3:18].[ClH:19]. The reactants are BrC1=C(C=CC=C1)O (2-bromophenol), [OH-].[Na+] (NaOH), BrCCC(=O)O (3-bromopropanoic acid). Solvent: O (H2O), O (H2O). The product is BrC1=C(OCCC(=O)O)C=CC=C1 (3-(2-bromophenoxy)propanoic acid). RXN SMILES: [Br:1][C:2]1[CH:7]=[CH:6][CH:5]=[CH:4][C:3]=1[OH:8].[OH-].[Na+].Br[CH2:12][CH2:13][C:14]([OH:16])=[O:15]>O>[Br:1][C:2]1[CH:7]=[CH:6][CH:5]=[CH:4][C:3]=1[O:8][CH2:12][CH2:13][C:14]([OH:16])=[O:15] |f:1.2|. Procedure: A solution of 2-bromophenol (17.3 g, 100 mmol) in 50 mL of H2O was added NaOH (8 g, 200 mmol), 3-bromopropanoic acid (15.3 g, 100 mmol), and the mixture was stirred at reflux overnight. The reaction solution was diluted with H2O, extracted with EtOAc. The aqueous layer was acidified to pH=1˜2 and extracted with EtOAc. The combined organic phase was washed with brine, dried over anhydrous Na2SO4 and concentrated to afford 3-(2-bromophenoxy)propanoic acid. Reactants: CC1(CC2(OCCO2)CC(N1)(C)C)C (7,7,9,9-tetramethyl-8-aza-1,4-dioxaspiro[4.5]decane), C(C)(C)(C)OO (t-butyl hydroperoxide), C(C)C1=CC=CC=C1 (ethylbenzene). The reagents and catalysts are [Mo](=O)(=O)=O (molybdenum trioxide). Product: CC(C1=CC=CC=C1)ON1C(CC2(OCCO2)CC1(C)C)(C)C (8-alpha-Methylbenzyloxy-7,7,9,9-tetramethyl-8-aza-1,4-dioxaspiro[4.5]decane). As a reaction SMILES: [CH3:1][C:2]1([CH3:14])[NH:11][C:10]([CH3:13])([CH3:12])[CH2:9][C:4]2([O:8][CH2:7][CH2:6][O:5]2)[CH2:3]1.C([O:19]O)(C)(C)C.[CH2:21]([C:23]1[CH:28]=[CH:27][CH:26]=[CH:25][CH:24]=1)[CH3:22]>[Mo](=O)(=O)=O>[CH3:22][CH:21]([O:19][N:11]1[C:2]([CH3:14])([CH3:1])[CH2:3][C:4]2([O:5][CH2:6][CH2:7][O:8]2)[CH2:9][C:10]1([CH3:13])[CH3:12])[C:23]1[CH:28]=[CH:27][CH:26]=[CH:25][CH:24]=1. Reported procedure: A mixture of 38.1 g (191 mmol) of 7,7,9,9-tetramethyl-8-aza-1,4-dioxaspiro[4.5]decane, 73.8 g (574 mmol) of 70% aq. t-butyl hydroperoxide, 2.0 g of molybdenum trioxide, and 130 ml of ethylbenzene is refluxed for 6 hours. Water is collected in a Dean-Stark trap. The catalyst is filtered and the filtrate is concentrated at reduced pressure. The residue is dissolved in heptane and passed through silica gel. A Kugelrohr distillation (120° C., 0.1 mm Hg) is used to remove volatile by-products. The ti...